This data is from the Open Reaction Database (ORD), a public repository of structured organic reaction records. The task is: describe an organic reaction: reactants, conditions, products, and yield Starting materials: C1CCOC1, CC(C)(C)OC(=O)N1CCCC(C(C)(O)c2cccc(Cl)c2)C1, [H-], CCOC(=O)CI, [Na+]. The product is CCOC(=O)COC(C)(c1cccc(Cl)c1)C1CCCN(C(=O)OC(C)(C)C)C1. As a reaction SMILES: [CH2:33]1[O:34][CH2:35][CH2:36][CH2:37]1.[Cl:1][c:2]1[cH:3][c:4]([C:8]([CH3:9])([OH:10])[CH:11]2[CH2:12][N:13]([C:17](=[O:18])[O:19][C:20]([CH3:21])([CH3:22])[CH3:23])[CH2:14][CH2:15][CH2:16]2)[cH:5][cH:6][cH:7]1.[H-:25].[I:26][CH2:27][C:28](=[O:29])[O:30][CH2:31][CH3:32].[Na+:24]>>[Cl:1][c:2]1[cH:3][c:4]([C:8]([CH3:9])([O:10][CH2:27][C:28](=[O:29])[O:30][CH2:31][CH3:32])[CH:11]2[CH2:12][N:13]([C:17](=[O:18])[O:19][C:20]([CH3:21])([CH3:22])[CH3:23])[CH2:14][CH2:15][CH2:16]2)[cH:5][cH:6][cH:7]1. Reactants: COC1=CC=C(CN2N=C(C=3C2=NC=CC3OC3=C(C=C(C=C3)NC(=O)C=3C(N(N=CC3)C3=CC=C(C=C3)F)=O)F)N3C[C@H](CC3)N(C)C)C=C1 ((S)—N-(4-(1-(4-methoxybenzyl)-3-(3-(dimethylamino)pyrrolidin-1-yl)-1H-pyrazolo[3,4-b]pyridin-4-yloxy)-3-fluorophenyl)-2-(4-fluorophenyl)-3-oxo-2,3-dihydropyridazine-4-carboxamide), C(=O)(C(F)(F)F)O (TFA). Reaction conditions: temperature 50 celsius. Product: CN([C@@H]1CN(CC1)C1=NNC2=NC=CC(=C21)OC2=C(C=C(C=C2)NC(=O)C=2C(N(N=CC2)C2=CC=C(C=C2)F)=O)F)C ((S)—N-(4-(3-(3-(dimethylamino)pyrrolidin-1-yl)-1H-pyrazolo[3,4-b]pyridin-4-yloxy)-3-fluorophenyl)-2-(4-fluorophenyl)-3-oxo-2,3-dihydropyridazine-4-carboxamide). RXN SMILES: COC1C=CC(C[N:8]2[C:12]3=[N:13][CH:14]=[CH:15][C:16]([O:17][C:18]4[CH:23]=[CH:22][C:21]([NH:24][C:25]([C:27]5[C:28](=[O:40])[N:29]([C:33]6[CH:38]=[CH:37][C:36]([F:39])=[CH:35][CH:34]=6)[N:30]=[CH:31][CH:32]=5)=[O:26])=[CH:20][C:19]=4[F:41])=[C:11]3[C:10]([N:42]3[CH2:46][CH2:45][C@H:44]([N:47]([CH3:49])[CH3:48])[CH2:43]3)=[N:9]2)=CC=1.C(O)(C(F)(F)F)=O>>[CH3:48][N:47]([CH3:49])[C@H:44]1[CH2:45][CH2:46][N:42]([C:10]2[C:11]3[C:12](=[N:13][CH:14]=[CH:15][C:16]=3[O:17][C:18]3[CH:23]=[CH:22][C:21]([NH:24][C:25]([C:27]4[C:28](=[O:40])[N:29]([C:33]5[CH:34]=[CH:35][C:36]([F:39])=[CH:37][CH:38]=5)[N:30]=[CH:31][CH:32]=4)=[O:26])=[CH:20][C:19]=3[F:41])[NH:8][N:9]=2)[CH2:43]1. Reported procedure: To a flask containing (S)—N-(4-(1-(4-methoxybenzyl)-3-(3-(dimethylamino)pyrrolidin-1-yl)-1H-pyrazolo[3,4-b]pyridin-4-yloxy)-3-fluorophenyl)-2-(4-fluorophenyl)-3-oxo-2,3-dihydropyridazine-4-carboxamide (14 mg, 0.02 mmol) at ambient temperature under a drying tube was added TFA (1 mL), and the reaction mixture was heated at 50° C. overnight. After cooling, the reaction was concentrated to dryness and then redissolved in 5 mL dichloromethane, to which 5 mL of 10% sodium carbonate was added. After s... The reactants are C=CC=C (1,3-butadiene), OO (hydrogen peroxide). Run in C(C)(C)O (isopropyl alcohol). Product: C=CC=C.C=CC1=CC=CC=C1 (butadiene-styrene copolymer). RXN SMILES: [CH2:1]=[CH:2][CH:3]=[CH2:4].OO>C(O)(C)C>[CH2:1]=[CH:2][CH:3]=[CH2:4].[CH2:1]=[CH:2][C:3]1[CH:4]=[CH:3][CH:2]=[CH:1][CH:4]=1 |f:3.4|. Reported procedure: In an autoclave, with the atmosphere therein replaced with argon, were placed 75 g of 1,3-butadiene, 25 g of sytrene, 70 g of isopropyl alcohol, and 10 g of 60% hydrogen peroxide, followed by polymerization reaction at 90° C. for 5 hours. Thus there was obtained a butadiene-styrene copolymer. Starting materials: [Al+3].[Cl-].[Cl-].[Cl-] (AlCl3), COC1=CC=C(CN2C(N(C(C3=C2NN=C3NC3=CC=CC=C3)=O)C)=O)C=C1 (7-(4-methoxybenzyl)-5-methyl-3-(phenylamino)-1H-pyrazolo[3,4-d]pyrimidine-4,6(5H,7H)-dione), C1(=CC=CC=C1)OC (anisole). Solvent: ClCCCl (1,2-dichloroethane). Conditions: time 30 minute. Yields the product CN1C(NC2=C(C1=O)C(=NN2)NC2=CC=CC=C2)=O (5-Methyl-3-(phenylamino)-1H-pyrazolo[3,4-d]pyrimidine-4,6(5H,7H)-dione). Yield: 99.8%. As a reaction SMILES: [Al+3].[Cl-].[Cl-].[Cl-].COC1C=CC(C[N:12]2[C:17]3[NH:18][N:19]=[C:20]([NH:21][C:22]4[CH:27]=[CH:26][CH:25]=[CH:24][CH:23]=4)[C:16]=3[C:15](=[O:28])[N:14]([CH3:29])[C:13]2=[O:30])=CC=1.C1(OC)C=CC=CC=1>ClCCCl>[CH3:29][N:14]1[C:15](=[O:28])[C:16]2[C:20]([NH:21][C:22]3[CH:27]=[CH:26][CH:25]=[CH:24][CH:23]=3)=[N:19][NH:18][C:17]=2[NH:12][C:13]1=[O:30] |f:0.1.2.3|. Procedure: AlCl3 (0.733 g, 5.50 mmol) is added to a solution of 7-(4-methoxybenzyl)-5-methyl-3-(phenylamino)-1H-pyrazolo[3,4-d]pyrimidine-4,6(5H,7H)-dione (0.692 g, 1.83 mmol) and anisole (40 μL, 0.367 mmol) in 1,2-dichloroethane (10 mL) under argon. The reaction mixture is stirred at room temperature for 30 min, and then quenched with water with cooling. The resulting suspension is filtered through a layer of celite and the celite is washed with MeOH (20 mL). The product is eluted from the celite with a l...